This data is from the Open Reaction Database (ORD), a public repository of structured organic reaction records. The task is: describe an organic reaction: reactants, conditions, products, and yield The reactants are CC(C)(C)OC(=O)NCCCCC(NC(=O)OCc1ccccc1)C(=O)N1CCN(c2ccncc2)CC1, ClCCl, O=C(O)C(F)(F)F. The product is NCCCCC(NC(=O)OCc1ccccc1)C(=O)N1CCN(c2ccncc2)CC1. As a reaction SMILES: [CH3:1][C:2]([CH3:3])([O:4][C:5](=[O:6])[NH:7][CH2:8][CH2:9][CH2:10][CH2:11][CH:12]([NH:13][C:14](=[O:15])[O:16][CH2:17][c:18]1[cH:19][cH:20][cH:21][cH:22][cH:23]1)[C:24](=[O:25])[N:26]1[CH2:27][CH2:28][N:29]([c:32]2[cH:33][cH:34][n:35][cH:36][cH:37]2)[CH2:30][CH2:31]1)[CH3:38].[Cl:46][CH2:47][Cl:48].[OH:39][C:40]([C:41]([F:42])([F:43])[F:44])=[O:45]>>[NH2:7][CH2:8][CH2:9][CH2:10][CH2:11][CH:12]([NH:13][C:14](=[O:15])[O:16][CH2:17][c:18]1[cH:19][cH:20][cH:21][cH:22][cH:23]1)[C:24](=[O:25])[N:26]1[CH2:27][CH2:28][N:29]([c:32]2[cH:33][cH:34][n:35][cH:36][cH:37]2)[CH2:30][CH2:31]1.